This data is from the Open Reaction Database (ORD), a public repository of structured organic reaction records. The task is: describe an organic reaction: reactants, conditions, products, and yield The reactants are Cl (hydrochloric acid), CN(C1=C(C=C(C=C1C(C)C)SC#N)C(C)C)C (4-dimethylamino-3,5-di-isopropylphenylthiocyanate), SC1=C(C=CC=C1)O (mercaptophenol), [OH-].[Na+] (sodium hydroxide), BrC(C(=O)O)CCCC (2-bromo-hexanoic acid). Reaction conditions: time 1 hour. Yields the product CN(C1=C(C=C(C=C1C(C)C)SC(C(=O)O)CCCC)C(C)C)C (2-((4-(dimethylamino)-3,5-bis(1-methylethyl)phenyl)thio)-hexanoic acid). Reaction SMILES: [CH3:1][N:2]([CH3:18])[C:3]1[C:8]([CH:9]([CH3:11])[CH3:10])=[CH:7][C:6]([S:12]C#N)=[CH:5][C:4]=1[CH:15]([CH3:17])[CH3:16].SC1C=CC=CC=1O.[OH-].[Na+].Br[CH:30]([CH2:34][CH2:35][CH2:36][CH3:37])[C:31]([OH:33])=[O:32].Cl>>[CH3:18][N:2]([CH3:1])[C:3]1[C:4]([CH:15]([CH3:17])[CH3:16])=[CH:5][C:6]([S:12][CH:30]([CH2:34][CH2:35][CH2:36][CH3:37])[C:31]([OH:33])=[O:32])=[CH:7][C:8]=1[CH:9]([CH3:11])[CH3:10] |f:2.3|. Procedure details: To the toluene solution containing the mercaptophenol prepared above 200 ml. of 20% sodium hydroxide and 7.4 grams of 2-bromo-hexanoic acid were added. The reaction mass was stirred at room temperature for about one hour. The mixture was then treated with 100 ml. of 1 N hydrochloric acid. The resulting layers were separated and the toluene was washed twice or until neutral. The organic layers were dried over Na2SO4 and evaporated to leave a light yellow oil weighing 13.4 grams which crystallized... Starting materials: CC(C)Oc1cc(OCc2ccccc2)cc(C(=O)O)c1, Cc1cc(N)nn1Cc1ccccn1, CC#N, CCN(C(C)C)C(C)C, CN(C)[P+](On1nnc2ccccc21)(N(C)C)N(C)C. Product: Cc1cc(NC(=O)c2cc(OCc3ccccc3)cc(OC(C)C)c2)nn1Cc1ccccn1. Reaction SMILES: [CH2:1]([c:2]1[cH:3][cH:4][cH:5][cH:6][cH:7]1)[O:8][c:9]1[cH:10][c:11]([C:12](=[O:13])[OH:14])[cH:15][c:16]([O:18][CH:19]([CH3:20])[CH3:21])[cH:17]1.[CH3:51][c:52]1[cH:53][c:54]([NH2:64])[n:55][n:56]1[CH2:57][c:58]1[n:59][cH:60][cH:61][cH:62][cH:63]1.[CH3:65][C:66]#[N:67].[CH:22]([N:23]([CH:24]([CH3:25])[CH3:26])[CH2:27][CH3:28])([CH3:29])[CH3:30].[n:31]1([O:32][P+:33]([N:34]([CH3:35])[CH3:36])([N:37]([CH3:38])[CH3:39])[N:40]([CH3:41])[CH3:42])[c:43]2[cH:44][cH:45][cH:46][cH:47][c:48]2[n:49][n:50]1>>[CH2:1]([c:2]1[cH:3][cH:4][cH:5][cH:6][cH:7]1)[O:8][c:9]1[cH:10][c:11]([C:12](=[O:14])[NH:64][c:54]2[cH:53][c:52]([CH3:51])[n:56]([CH2:57][c:58]3[n:59][cH:60][cH:61][cH:62][cH:63]3)[n:55]2)[cH:15][c:16]([O:18][CH:19]([CH3:20])[CH3:21])[cH:17]1. The reactants are CC(C)(C)OC(=O)NC(Cc1ccccc1)C(=O)O, CC(C)(C)[Si](C)(C)Oc1ccc(C2CCC(O)CC2)c(O[Si](C)(C)C(C)(C)C)c1, CC(C)N=C=NC(C)C, ClCCl. Yields the product CC(C)(C)OC(=O)NC(Cc1ccccc1)C(=O)OC1CCC(c2ccc(O[Si](C)(C)C(C)(C)C)cc2O[Si](C)(C)C(C)(C)C)CC1. As a reaction SMILES: [C:1]([CH3:2])([CH3:3])([CH3:4])[O:5][C:6](=[O:7])[NH:8][CH:9]([CH2:10][c:11]1[cH:12][cH:13][cH:14][cH:15][cH:16]1)[C:17](=[O:18])[OH:19].[C:29]([CH3:30])([CH3:31])([CH3:32])[Si:33]([O:34][c:35]1[c:36]([CH:49]2[CH2:50][CH2:51][CH:52]([OH:55])[CH2:53][CH2:54]2)[cH:37][cH:38][c:39]([O:41][Si:42]([CH3:43])([CH3:44])[C:45]([CH3:46])([CH3:47])[CH3:48])[cH:40]1)([CH3:56])[CH3:57].[CH:20]([N:21]=[C:22]=[N:23][CH:24]([CH3:25])[CH3:26])([CH3:27])[CH3:28].[Cl:58][CH2:59][Cl:60]>>[C:1]([CH3:2])([CH3:3])([CH3:4])[O:5][C:6](=[O:7])[NH:8][CH:9]([CH2:10][c:11]1[cH:12][cH:13][cH:14][cH:15][cH:16]1)[C:17](=[O:18])[O:19][CH:52]1[CH2:51][CH2:50][CH:49]([c:36]2[c:35]([O:34][Si:33]([C:29]([CH3:30])([CH3:31])[CH3:32])([CH3:56])[CH3:57])[cH:40][c:39]([O:41][Si:42]([CH3:43])([CH3:44])[C:45]([CH3:46])([CH3:47])[CH3:48])[cH:38][cH:37]2)[CH2:54][CH2:53]1. The reactants are CC(=O)O, Cc1cccc2cccc(C=O)c12, CCOCC, ClCCl, O=C1NCN(c2ccc(F)cc2)C12CCNCC2, [Na+], [OH-]. Yields the product Cc1cccc2cccc(CN3CCC4(CC3)C(=O)NCN4c3ccc(F)cc3)c12. Reaction SMILES: [C:32]([OH:33])(=[O:34])[CH3:35].[CH3:1][c:2]1[cH:3][cH:4][cH:5][c:6]2[cH:7][cH:8][cH:9][c:10]([CH:12]=[O:13])[c:11]12.[CH3:41][CH2:42][O:43][CH2:44][CH3:45].[Cl:38][CH2:39][Cl:40].[F:14][c:15]1[cH:16][cH:17][c:18]([N:21]2[CH2:22][NH:23][C:24](=[O:31])[C:25]23[CH2:26][CH2:27][NH:28][CH2:29][CH2:30]3)[cH:19][cH:20]1.[Na+:37].[OH-:36]>>[CH3:1][c:2]1[cH:3][cH:4][cH:5][c:6]2[cH:7][cH:8][cH:9][c:10]([CH2:12][N:28]3[CH2:27][CH2:26][C:25]4([N:21]([c:18]5[cH:17][cH:16][c:15]([F:14])[cH:20][cH:19]5)[CH2:22][NH:23][C:24]4=[O:31])[CH2:30][CH2:29]3)[c:11]12. The reactants are C(C=C)Br (allyl bromide), [H-].[Na+] (sodium hydride), FC1=CC=C(C=C1)C(C)(C)O (2-(4-fluorophenyl)-2-propanol). Solvent: O1CCCC1 (tetrahydrofuran), O1CCCC1 (tetrahydrofuran), O1CCCC1 (tetrahydrofuran). Reaction conditions: time 10 minute. Product: C(C=C)OC(C)(C)C1=CC=C(C=C1)F (1-(1-allyloxy-1-methyl-ethyl)-4-fluoro-benzene). Yield: 60.0%. Reaction SMILES: [H-].[Na+].[F:3][C:4]1[CH:9]=[CH:8][C:7]([C:10]([OH:13])([CH3:12])[CH3:11])=[CH:6][CH:5]=1.[CH2:14](Br)[CH:15]=[CH2:16]>O1CCCC1>[CH2:16]([O:13][C:10]([C:7]1[CH:6]=[CH:5][C:4]([F:3])=[CH:9][CH:8]=1)([CH3:11])[CH3:12])[CH:15]=[CH2:14] |f:0.1|. Procedure: To a stirred solution of sodium hydride (1.47 g) in dry tetrahydrofuran (60 ml) was added dropwise under an argon atmosphere a solution of 2-(4-fluorophenyl)-2-propanol (4.35 g) in dry tetrahydrofuran (10 ml). The resulting yellow suspension was stirred at room temperature for 10 min. A solution of allyl bromide (3.1 ml) diluted in dry tetrahydrofuran (10 ml) was added slowly. The reaction mixture was stirred for 30 min and quenched by addition of water. The solution was extracted with ethyl ace...